Dataset: the Open Reaction Database (ORD), a public repository of structured organic reaction records. Task: describe an organic reaction: reactants, conditions, products, and yield Starting materials: C(C#C)NC1=C(C=C(C=C1)[N+](=O)[O-])C(F)(F)F (N-(2-propynyl)-4-nitro-2-trifluoromethylaniline), Ar-NO2, O (water), [K+].[Br-] (KBr). Reagents/catalysts: CC(=O)[O-].CC(=O)[O-].[Cu+2].O (Cu(OAc)2.H2O). Solvent: N1=C(C=CC=C1)CO (pyridinemethanol). Run at temperature 50 celsius, time 2 hour. The product is [N+](=O)([O-])C1=CC(=C(C=C1)NCC#CC#CCNC1=C(C=C(C=C1)[N+](=O)[O-])C(F)(F)F)C(F)(F)F (N,N'-Bis(4-nitro-2-trifluoromethylphenyl)-2,4-hexadiyn-1,6-diamine). Reaction SMILES: [CH2:1]([NH:4][C:5]1[CH:10]=[CH:9][C:8]([N+:11]([O-:13])=[O:12])=[CH:7][C:6]=1[C:14]([F:17])([F:16])[F:15])[C:2]#[CH:3].[OH2:18].[K+].[Br-]>N1C=CC=CC=1CO.CC([O-])=O.CC([O-])=O.[Cu+2].O>[N+:11]([C:8]1[CH:9]=[CH:10][C:5]([NH:4][CH2:1][C:2]#[C:3][C:3]#[C:2][CH2:1][NH:4][C:5]2[CH:10]=[CH:9][C:8]([N+:11]([O-:13])=[O:12])=[CH:7][C:6]=2[C:14]([F:15])([F:16])[F:17])=[C:6]([C:14]([F:15])([F:16])[F:17])[CH:7]=1)([O-:12])=[O:18] |f:2.3,5.6.7.8|. Procedure details: To a suspension of Cu(OAc)2.H2O (4.5 g) in pyridinemethanol (1:1, 30 ml) was added N-(2-propynyl)-4-nitro-2-trifluoromethylaniline (3.01 g, 1.23×10-1 mole). The reaction mixture was stirred at 50° C. for two hours. The mixture was poured into excess water and filtered. The crude solid was recrystallized from nitromethane to afford pale pink crystals. Yield: 2.54 g (84%). The material does not melt below 200° C. but turns dark red at 135° C. I.R. (KBr): 3405 (NH), 1580 (Ar-NO2) and 1290 cm-1 (CF3... Reactants: Cc1nc(N)ccc1-c1ccccc1, CCOC(C)=O, O=C=NC(=O)c1c(F)cccc1F. Product: Cc1nc(NC(=O)NC(=O)c2c(F)cccc2F)ccc1-c1ccccc1. As a reaction SMILES: [CH3:1][c:2]1[c:3](-[c:9]2[cH:10][cH:11][cH:12][cH:13][cH:14]2)[cH:4][cH:5][c:6]([NH2:8])[n:7]1.[CH3:28][CH2:29][O:30][C:31](=[O:32])[CH3:33].[F:15][c:16]1[c:17]([C:18](=[O:19])[N:20]=[C:21]=[O:22])[c:23]([F:27])[cH:24][cH:25][cH:26]1>>[CH3:1][c:2]1[c:3](-[c:9]2[cH:10][cH:11][cH:12][cH:13][cH:14]2)[cH:4][cH:5][c:6]([NH:8][C:21]([NH:20][C:18]([c:17]2[c:16]([F:15])[cH:26][cH:25][cH:24][c:23]2[F:27])=[O:19])=[O:22])[n:7]1. Starting materials: ClC1=CC(=C(C=C1O)N1C(=NC(=CC1=O)C(C(F)(F)F)(F)F)OCCC)F (1-(4-chloro-2-fluoro-5-hydroxyphenyl)-4-pentafluoroethyl-2-(n-propoxy)-6(1H)-pyrimidinone), C(C#C)Br (propargyl bromide), C([O-])([O-])=O.[Na+].[Na+] (sodium carbonate). Run in CC(=O)C (acetone). The product is ClC1=CC(=C(C=C1OCC#C)N1C(=NC(=CC1=O)C(C(F)(F)F)(F)F)OCCC)F (1-[4-chloro-2-fluoro-5-(2-propynyloxy)-phenyl]-4-pentafluoroethyl-2-(n-propoxy)-6(1H)-pyrimidinone). Reaction SMILES: [Cl:1][C:2]1[C:7]([OH:8])=[CH:6][C:5]([N:9]2[C:14](=[O:15])[CH:13]=[C:12]([C:16]([F:22])([F:21])[C:17]([F:20])([F:19])[F:18])[N:11]=[C:10]2[O:23][CH2:24][CH2:25][CH3:26])=[C:4]([F:27])[CH:3]=1.[CH2:28](Br)[C:29]#[CH:30].C(=O)([O-])[O-].[Na+].[Na+]>CC(C)=O>[Cl:1][C:2]1[C:7]([O:8][CH2:30][C:29]#[CH:28])=[CH:6][C:5]([N:9]2[C:14](=[O:15])[CH:13]=[C:12]([C:16]([F:21])([F:22])[C:17]([F:20])([F:18])[F:19])[N:11]=[C:10]2[O:23][CH2:24][CH2:25][CH3:26])=[C:4]([F:27])[CH:3]=1 |f:2.3.4|. Procedure: using 1-(4-chloro-2-fluoro-5-hydroxyphenyl)-4-pentafluoroethyl-2-(n-propoxy)-6(1H)-pyrimidinone and propargyl bromide with sodium carbonate in acetone there is obtained 1-[4-chloro-2-fluoro-5-(2-propynyloxy)-phenyl]-4-pentafluoroethyl-2-(n-propoxy)-6(1H)-pyrimidinone, 1H-NMR (CDCl3, 400 MHz): 7.34 ppm (d,1H), 6.98 ppm (d,1H), 6.65 ppm (s,1H), 4.76 ppm (m,2H), 4.36 ppm (m,2H), 2.56 ppm (t,1H), 1.67 ppm (m,2H), 0.85 ppm (t,3H); The reactants are CN1C(=NC2=C1C=C(C=C2)SC2=NC=CC=C2)COC2=CC=C(CC1C(NC(S1)=O)=O)C=C2 (5-{4-[1-methyl-6-(pyridine-2-ylthio)-1H-benzimidazole-2-ylmethoxy]benzyl}thiazolidine-2,4-dione), Cl.C(C)(=O)OCC (hydrogen chloride ethyl acetate). Product: Cl.Cl.CN1C(=NC2=C1C=C(C=C2)SC2=NC=CC=C2)COC2=CC=C(CC1C(NC(S1)=O)=O)C=C2 (5-{4-[1-Methyl-6-(pyridin-2-ylthio)-1H-benzimidazole-2-ylmethoxy]benzyl}thiazolidine-2,4-dione dihydrochloride). Reaction SMILES: [CH3:1][N:2]1[C:6]2[CH:7]=[C:8]([S:11][C:12]3[CH:17]=[CH:16][CH:15]=[CH:14][N:13]=3)[CH:9]=[CH:10][C:5]=2[N:4]=[C:3]1[CH2:18][O:19][C:20]1[CH:33]=[CH:32][C:23]([CH2:24][CH:25]2[S:29][C:28](=[O:30])[NH:27][C:26]2=[O:31])=[CH:22][CH:21]=1.[ClH:34].C(OCC)(=O)C>>[ClH:34].[ClH:34].[CH3:1][N:2]1[C:6]2[CH:7]=[C:8]([S:11][C:12]3[CH:17]=[CH:16][CH:15]=[CH:14][N:13]=3)[CH:9]=[CH:10][C:5]=2[N:4]=[C:3]1[CH2:18][O:19][C:20]1[CH:33]=[CH:32][C:23]([CH2:24][CH:25]2[S:29][C:28](=[O:30])[NH:27][C:26]2=[O:31])=[CH:22][CH:21]=1 |f:1.2,3.4.5|. Reported procedure: In a similar manner to that described in Example (2-2b), a reaction was carried out using 5-{4-[1-methyl-6-(pyridine-2-ylthio)-1H-benzimidazole-2-ylmethoxy]benzyl}thiazolidine-2,4-dione (0.20 g) and 4N hydrogen chloride/ethyl acetate (50 ml) and the reaction mixture was purified to give the title compound (0.21 g). Reactants: N1C=CC=2C1=NC=CC2 (1H-pyrrolo[2,3-b]pyridine), C(=O)(C(F)(F)F)O (TFA), OCN1C(CC(C1)CCC)=O (1-(hydroxymethyl)-4-propylpyrrolidin-2-one). Conditions: temperature 70 celsius. Yields the product C(CC)C1CC(N(C1)CC1=CNC2=NC=CC=C21)=O (4-propyl-1-(1H-pyrrolo[2,3-b]pyridin-3-ylmethyl)pyrrolidin-2-one). Isolated yield 13.0%. Reaction SMILES: [NH:1]1[C:5]2=[N:6][CH:7]=[CH:8][CH:9]=[C:4]2[CH:3]=[CH:2]1.C(O)(C(F)(F)F)=O.O[CH2:18][N:19]1[CH2:23][CH:22]([CH2:24][CH2:25][CH3:26])[CH2:21][C:20]1=[O:27]>>[CH2:24]([CH:22]1[CH2:23][N:19]([CH2:18][C:3]2[C:4]3[C:5](=[N:6][CH:7]=[CH:8][CH:9]=3)[NH:1][CH:2]=2)[C:20](=[O:27])[CH2:21]1)[CH2:25][CH3:26]. Reported procedure: To a solution of commercially available 1H-pyrrolo[2,3-b]pyridine x7 (20.31 mmol, 1.2 eq, 3.19 g) dissolved TFA (25 ml) is added 1-(hydroxymethyl)-4-propylpyrrolidin-2-one x2 (16.93 mmol, 1 eq, 2 g). The mixture is heated at 70° C. overnight. The solvent is then evaporated under reduce pressure. CH2Cl2 (600 ml) is then added to the residue, and the resulting organic solution is washed with a saturated aqueous solution of sodium carbonate (200 ml). The organic phase is then dried over MgSO4 and t... Reactants: C(C)(=O)OC(C)=O (Acetic anhydride), CN[C@@H]1CCCC2=CC=CC=C12 ((R)(-)-N-methyl-1,2,3,4-tetrahydro-1-naphthylamine), C(=O)OC(C)=O (acetic-formic anhydride), [OH-].[Na+] (sodium hydroxide), ice water. Solvent: C(=O)O (formic acid), C(=O)O (formic acid). Reaction conditions: temperature 50 celsius, time 15 minute. Yields the product [C@H]1(CCCC2=CC=CC=C12)N(C=O)C ((R)(+)-N-(1,2,3,4-Tetrahydro-1-naphthyl)-N-methylformamide). The yield is 96.6%. As a reaction SMILES: C(O[C:5](=[O:7])C)(=O)C.C(OC(=O)C)=O.[CH3:14][NH:15][C@H:16]1[C:25]2[C:20](=[CH:21][CH:22]=[CH:23][CH:24]=2)[CH2:19][CH2:18][CH2:17]1.[OH-].[Na+]>C(O)=O>[C@H:16]1([N:15]([CH3:14])[CH:5]=[O:7])[C:25]2[C:20](=[CH:21][CH:22]=[CH:23][CH:24]=2)[CH2:19][CH2:18][CH2:17]1 |f:3.4|. Reported procedure: Acetic anhydride (54.1 g) was chilled to 0° C. and stirred as 98% formic acid (33.1 g) was added over 30 minutes, keeping the temperature below 5° C. The solution was warmed to 50° C., held at this temperature for 15 minutes, and chilled to 5° C. The resulting solution of acetic-formic anhydride was added over 5 minutes to a stirred, chilled solution of (R)(-)-N-methyl-1,2,3,4-tetrahydro-1-naphthylamine (19.08 g) in 98% formic acid (19.08 ml), keeping the temperature below 10° C. The reaction so...